This data is from the Open Reaction Database (ORD), a public repository of structured organic reaction records. The task is: describe an organic reaction: reactants, conditions, products, and yield The reactants are ClC1=C(C=CC(=C1OC)S(=O)(=O)C)C(C(C(=O)C1CC1)C#N)=O (1-(2--chloro-3-methoxy-4-methylsulfonylphenyl)-2-cyano-3-cyclopropylpropan-1,3-dione), C(#N)C(C(=O)C1=C(C(=C(C=C1)Cl)Cl)Cl)C(=O)C1CC1 (2-cyano-3-cyclopropyl-1-(2,3,4-trichlorophenyl)-propan-1,3-dione), C(#N)C(C(=O)C1=C(C=C(C=C1)C(F)(F)F)SCCC)C(=O)C1CC1 (2-cyano-3-cyclopropyl-1-(2-n-propylthio-4-trifluoromethylphenyl)-propan-1,3-dione), C(#N)C(C(=O)C1=C(C=C(C=C1)SC)C(F)(F)F)C(=O)C1CC1 (2-cyano-3-cyclopropyl-1-[2-trifluoromethyl-4-methylthiophenyl]-propan-1,3-dione), C(#N)C(C(=O)C1=C(C(=C(C=C1)Cl)Cl)SCCF)C(=O)C1CC1 (2-cyano-3-cyclopropyl-1-[3,4-dichloro-2-(2-fluoroehtylthio )phenyl]-propan-1,3-dione), C(#N)C(C(=O)C1=C(C(=C(C=C1)S(=O)C)OC)Br)C(=O)C1CC1 (2-cyano-3-cyclopropyl-1-(2-bromo-3-methoxy-4-methylsulfinylphenyl)-propan-1,3-dione), C(#N)C(C(=O)C1=CC=C(C=C1)C#N)C(=O)C1CC1 (2-cyano-1-(4-cyanophenyl)-3-cyclopropylpropan-1,3-dione), C(#N)C(C(=O)C1=C(C(=C(C=C1)Cl)Cl)SC(C(F)F)(F)F)C(=O)C1CC1 (2-cyano-3-cyclopropyl-1-[3,4-dichloro-2-(1,1,2,2,-tetrafluoroethylthio)phenyl]-propan-1,3-dione). The product is ClC1=C(C=CC(=C1)SC)C(C(C(=O)C1CC1)C#N)=O (1-(2--chloro-4-methylthiophenyl)-2-cyano-3-cyclopropylpropan-1,3-dione). RXN SMILES: [Cl:1][C:2]1[C:7](OC)=[C:6]([S:10]([CH3:13])(=O)=O)[CH:5]=[CH:4][C:3]=1[C:14](=[O:23])[CH:15]([C:21]#[N:22])[C:16]([CH:18]1[CH2:20][CH2:19]1)=[O:17].C(C(C(C1CC1)=O)C(C1C=CC(S(C)=O)=C(OC)C=1Br)=O)#N.C(C(C(C1CC1)=O)C(C1C=CC(C#N)=CC=1)=O)#N.C(C(C(C1CC1)=O)C(C1C=CC(C(F)(F)F)=CC=1SCCC)=O)#N.C(C(C(C1CC1)=O)C(C1C=CC(Cl)=C(Cl)C=1Cl)=O)#N.C(C(C(C1CC1)=O)C(C1C=CC(Cl)=C(Cl)C=1SC(F)(F)C(F)F)=O)#N.C(C(C(C1CC1)=O)C(C1C=CC(Cl)=C(Cl)C=1SCCF)=O)#N.C(C(C(C1CC1)=O)C(C1C=CC(SC)=CC=1C(F)(F)F)=O)#N>>[Cl:1][C:2]1[CH:7]=[C:6]([S:10][CH3:13])[CH:5]=[CH:4][C:3]=1[C:14](=[O:23])[CH:15]([C:21]#[N:22])[C:16]([CH:18]1[CH2:20][CH2:19]1)=[O:17]. Procedure details: 1-(2--chloro-3-methoxy-4-methylsulfonylphenyl)-2-cyano-3-cyclopropylpropan-1,3-dione; 2-cyano-3-cyclopropyl-1-(2-bromo-3-methoxy-4-methylsulfinylphenyl)-propan-1,3-dione; 2-cyano-1-(4-cyanophenyl)-3-cyclopropylpropan-1,3-dione; 1-(4-choloro-2-N-methylsulfonyl-N-methylaminophenyl)-2-cyano-3-cyclopropyl-1,3-dione; 2-cyano-3-cyclopropyl-1-(2-n-propylthio-4-trifluoromethylphenyl)-propan-1,3-dione; 2-cyano-3-cyclopropyl-1-(2,3,4-trichlorophenyl)-propan-1,3-dione; 2-cyano-3-cyclopropyl-1-[3,4-dichloro... Starting materials: C1(=CC=CC=C1)O (phenol), S(=O)=O (sulfur dioxide), Compound K, Cl (hydrochloric acid), N(=O)[O-].[Na+] (sodium nitrite), N(=O)[O-].[Na+] (sodium nitrite), ClC=1C(=NN(C1OC(F)F)C)C1=C(C=C(C=C1)O)F (4-(4-chloro-5-difluoromethoxy-1-methylpyrazol-3-yl)-3-fluorophenol), B(Br)(Br)Br (boron tribromide), C1(=CC=CC=C1)S (thiophenol). The reagents and catalysts are [Cu](Cl)Cl (copper(II) chloride), [Fe] (iron), O.O.O.O.O.S(=O)(=O)([O-])[O-].[Cu+2] (copper sulfate pentahydrate). Run in O (water), C(C)(=O)O (acetic acid), C(C)(=O)O (acetic acid). The product is N1N=C(C=C1)C1=CC=C(C=C1)S(=O)(=O)Cl (4-(pyrazol-3-yl)phenylsulfonyl chloride). As a reaction SMILES: C1(O)C=CC=CC=1.Cl[C:9]1[C:10]([C:19]2[CH:24]=[CH:23][C:22](O)=[CH:21][C:20]=2F)=[N:11][N:12](C)[C:13]=1OC(F)F.B(Br)(Br)Br.N([O-])=O.[Na+].C1(S)C=CC=CC=1.[ClH:42].[S:43](=[O:45])=[O:44]>O.C(O)(=O)C.[Fe].O.O.O.O.O.S([O-])([O-])(=O)=O.[Cu+2].[Cu](Cl)Cl>[NH:12]1[CH:13]=[CH:9][C:10]([C:19]2[CH:24]=[CH:23][C:22]([S:43]([Cl:42])(=[O:45])=[O:44])=[CH:21][CH:20]=2)=[N:11]1 |f:3.4,11.12.13.14.15.16.17|. Procedure details: Scheme 3A, above, illustrates how the phenol JO, for example, 4-(4-chloro-5-difluoromethoxy-1-methylpyrazol-3-yl)-3-fluorophenol, may be prepared. In one route, JO is obtained from HO by treatment with boron tribromide. Alternatively, HS can be reduced with iron powder and acetic acid in water, affording K. Compound K can then be diazotized with sodium nitrite under strong acidic conditions and treated with copper sulfate pentahydrate to yield the targeted intermediate JO. Examples 1 and 2 provi... The reactants are COC(=O)C=1SC(=C(C1)S(=O)(=O)C=1C=NC(=C(C1)Br)Cl)SC (4-(5-Bromo-6-chloro-pyridine-3-sulfonyl)-5-methylsulfanyl-thiophene-2-carboxylic acid methyl ester). Reagents/catalysts: [Zn] (zinc). Run in C(C)(=O)O (acetic acid). Reaction conditions: temperature 50 celsius. Yields the product COC(=O)C=1SC(=C(C1)S(=O)(=O)C=1C=NC=C(C1)Br)SC (4-(5-Bromo-pyridine-3-sulfonyl)-5-methylsulfanyl-thiophene-2-carboxylic acid methyl ester). As a reaction SMILES: [CH3:1][O:2][C:3]([C:5]1[S:6][C:7]([S:21][CH3:22])=[C:8]([S:10]([C:13]2[CH:14]=[N:15][C:16](Cl)=[C:17]([Br:19])[CH:18]=2)(=[O:12])=[O:11])[CH:9]=1)=[O:4]>[Zn].C(O)(=O)C>[CH3:1][O:2][C:3]([C:5]1[S:6][C:7]([S:21][CH3:22])=[C:8]([S:10]([C:13]2[CH:14]=[N:15][CH:16]=[C:17]([Br:19])[CH:18]=2)(=[O:11])=[O:12])[CH:9]=1)=[O:4]. Procedure: A flask with 4-(5-bromo-6-chloro-pyridine-3-sulfonyl)-5-methylsulfanyl-thiophene-2-carboxylic acid methyl ester (25 mg, 0.06 mmol, Example 118, step c) and zinc dust (4 mg, 0.06 mmol) was dissolved with 1 mL acetic acid and heated to 50° C. for 4 hours. TLC analysis indicated the formation of a new spot. The reaction mixture was concentrated in vacuo and purified by elution through Celite® using 10% MeOH in DCM. The crude product was carried on without further purification. ESI-MS (m/z): Calcd. ... Reactants: [Al+3], ClCCl, CCOC(C)=O, [H-], [H-], [H-], [H-], [Li+], [Na+], [OH-], CC(CC(N)=O)c1ccncc1. Product: CC(CCN)c1ccncc1. Reaction SMILES: [Al+3:2].[CH2:27]([Cl:28])[Cl:29].[CH3:19][CH2:20][O:21][C:22](=[O:23])[CH3:24].[H-:1].[H-:4].[H-:5].[H-:6].[Li+:3].[Na+:26].[OH-:25].[n:7]1[cH:8][cH:9][c:10]([CH:13]([CH2:14][C:15](=[O:16])[NH2:17])[CH3:18])[cH:11][cH:12]1>>[n:7]1[cH:8][cH:9][c:10]([CH:13]([CH2:14][CH2:15][NH2:17])[CH3:18])[cH:11][cH:12]1. Reactants: COC(C(C1=CC=C(C=C1)OCCCC1=CC=C(C=C1)F)=O)=O (4-[[3-(4-fluorophenyl)propyl]oxy]-alpha-oxobenzeneacetic acid methyl ester). Solvent: CO (methanol), [OH-].[Na+] (sodium hydroxide). The product is FC1=CC=C(C=C1)CCCOC1=CC=C(C=C1)C(C(=O)O)=O (4-[[3-(4-fluorophenyl)propyl]oxy]-alpha-oxobenzeneacetic acid). Yield: 77.6%. RXN SMILES: C[O:2][C:3](=[O:23])[C:4](=[O:22])[C:5]1[CH:10]=[CH:9][C:8]([O:11][CH2:12][CH2:13][CH2:14][C:15]2[CH:20]=[CH:19][C:18]([F:21])=[CH:17][CH:16]=2)=[CH:7][CH:6]=1>CO.[OH-].[Na+]>[F:21][C:18]1[CH:17]=[CH:16][C:15]([CH2:14][CH2:13][CH2:12][O:11][C:8]2[CH:9]=[CH:10][C:5]([C:4](=[O:22])[C:3]([OH:23])=[O:2])=[CH:6][CH:7]=2)=[CH:20][CH:19]=1 |f:2.3|. Procedure details: A mixture of 4-[[3-(4-fluorophenyl)propyl]oxy]-alpha-oxobenzeneacetic acid methyl ester (0.58 g) in methanol and 0.5N sodium hydroxide (8 mL) was treated as in Example 19. Extraction provided 0.55 g which solidified and was crystallized from diethyl etherhexane to give 0.43 g of colorless 4-[[3-(4-fluorophenyl)propyl]oxy]-alpha-oxobenzeneacetic acid, mp 77°-78° C. Starting materials: C(C)(C)(C)OC(=O)N1C(CN(CC1)C(=O)OC(C)(C)C)CCO (1,4-bis(tert-butoxycarbonyl)-2-(2-hydroxyethyl)piperazine), CN1CCOCC1 (N-methylmorpholine). The reagents and catalysts are [Ru](=O)(=O)(=O)[O-].C(CC)[N+](CCC)(CCC)CCC (tetra-n-propylammonium perruthenate). Solvent: C(Cl)Cl (methylene chloride). Conditions: time 17 hour. Yields the product C(C)(C)(C)OC(=O)N1C(CN(CC1)C(=O)OC(C)(C)C)CC=O (1,4-Bis(tert-butoxycarbonyl)-2-formylmethylpiperazine). Reaction SMILES: CN1CCOCC1.[C:8]([O:12][C:13]([N:15]1[CH2:20][CH2:19][N:18]([C:21]([O:23][C:24]([CH3:27])([CH3:26])[CH3:25])=[O:22])[CH2:17][CH:16]1[CH2:28][CH2:29][OH:30])=[O:14])([CH3:11])([CH3:10])[CH3:9]>C(Cl)Cl.[Ru]([O-])(=O)(=O)=O.C([N+](CCC)(CCC)CCC)CC>[C:8]([O:12][C:13]([N:15]1[CH2:20][CH2:19][N:18]([C:21]([O:23][C:24]([CH3:27])([CH3:26])[CH3:25])=[O:22])[CH2:17][CH:16]1[CH2:28][CH:29]=[O:30])=[O:14])([CH3:11])([CH3:10])[CH3:9] |f:3.4|. Procedure: In methylene chloride (150 ml) was dissolved 1,4-bis(tert-butoxycarbonyl)-2-(2-hydroxyethyl)piperazine. Under ice cooling, N-methylmorpholine (2.14 g) and tetra-n-propylammonium perruthenate (0.97 g) were added to the reaction mixture, followed by stirring at room temperature for 17 hours. The reaction mixture was then distilled off under reduced pressure. The residue was subjected to chromatography on a silica gel column (hexane:ethyl acetate=9:1 to 2:1), whereby the title compound (3.11 g) was...